Dataset: the Open Reaction Database (ORD), a public repository of structured organic reaction records. Task: describe an organic reaction: reactants, conditions, products, and yield Starting materials: S1C=C(C=C1)B(O)O (3-thiopheneboronic acid), O (water), BrC1=CC=C(C(C=O)=C1)OC (5-bromo-2-anisaldehyde), C([O-])([O-])=O.[Na+].[Na+] (sodium carbonate). The reagents and catalysts are C=1C=CC(=CC1)[P](C=2C=CC=CC2)(C=3C=CC=CC3)[Pd]([P](C=4C=CC=CC4)(C=5C=CC=CC5)C=6C=CC=CC6)([P](C=7C=CC=CC7)(C=8C=CC=CC8)C=9C=CC=CC9)[P](C=1C=CC=CC1)(C=1C=CC=CC1)C=1C=CC=CC1 (tetrakis(triphenylphosphine)palladium). The solvent is COCCOC (1,2-dimethoxyethane). Conditions: temperature 80 celsius. Yields the product COC1=C(C=O)C=C(C=C1)C1=CSC=C1 (2-Methoxy-5-(3-thienyl)benzaldehyde). Reaction SMILES: Br[C:2]1[CH:9]=[C:6]([CH:7]=[O:8])[C:5]([O:10][CH3:11])=[CH:4][CH:3]=1.[S:12]1[CH:16]=[CH:15][C:14](B(O)O)=[CH:13]1.C(=O)([O-])[O-].[Na+].[Na+].O>COCCOC.C1C=CC([P]([Pd]([P](C2C=CC=CC=2)(C2C=CC=CC=2)C2C=CC=CC=2)([P](C2C=CC=CC=2)(C2C=CC=CC=2)C2C=CC=CC=2)[P](C2C=CC=CC=2)(C2C=CC=CC=2)C2C=CC=CC=2)(C2C=CC=CC=2)C2C=CC=CC=2)=CC=1>[CH3:11][O:10][C:5]1[CH:4]=[CH:3][C:2]([C:14]2[CH:15]=[CH:16][S:12][CH:13]=2)=[CH:9][C:6]=1[CH:7]=[O:8] |f:2.3.4,^1:36,38,57,76|. Reported procedure: 3 g of 5-bromo-2-anisaldehyde (0.014 mol) are dissolved in 45 ml of 1,2-dimethoxyethane and 2.68 g of 3-thiopheneboronic acid (0.021 mol) are added, followed by addition of aqueous 2N sodium carbonate solution (4.44 g, 0.042 mol) and a catalytic amount of tetrakis(triphenylphosphine)palladium (0.48 g, 4.19 10−4 mol). The reaction mixture is heated at 80° C. for 20 hours with stirring and is then cooled to room temperature and poured into water. The resulting mixture is extracted with ethyl aceta... Reactants: C(C1=CC=CC=C1)OC(=O)N[C@@H](CC1=CNC2=CC=C(C=C12)OC(=O)OCC1=CC=CC=C1)C(=O)N[C@@H](CC(=O)OCC)C(=O)OCC (Diethyl N-benzyloxycarbonyl-5-benzyloxycarbonyloxy-L-tryptophyl-L-aspartate), C(C)O (ethanol). Reagents/catalysts: [Pd] (palladium-on-charcoal). Run in C(C)(=O)O (acetic acid). The product is O.O.O.OC1=CC=C2NC=C(C[C@H](N)C(=O)N[C@@H](CC(=O)O)C(=O)O)C2=C1 (5-Hydroxy-L-tryptophyl-L-aspartic acid trihydrate). As a reaction SMILES: C([O:8]C([NH:11][C@H:12]([C:34]([NH:36][C@H:37]([C:44]([O:46]CC)=[O:45])[CH2:38][C:39]([O:41]CC)=[O:40])=[O:35])[CH2:13][C:14]1[C:22]2[C:17](=[CH:18][CH:19]=[C:20]([O:23]C(OCC3C=CC=CC=3)=O)[CH:21]=2)[NH:16][CH:15]=1)=O)C1C=CC=CC=1.C([OH:51])C>C(O)(=O)C.[Pd]>[OH2:8].[OH2:51].[OH2:8].[OH:23][C:20]1[CH:21]=[C:22]2[C:17]([NH:16][CH:15]=[C:14]2[CH2:13][C@@H:12]([C:34]([NH:36][C@H:37]([C:44]([OH:46])=[O:45])[CH2:38][C:39]([OH:41])=[O:40])=[O:35])[NH2:11])=[CH:18][CH:19]=1 |f:4.5.6.7|. Reported procedure: 32 g (0.05 mol) of the derivative obtained above according to (a) are dissolved in 600 ml of acetic acid and 600 ml of ethanol and the solution is hydrogenated at atmospheric pressure in the presence of 3 g of 5% palladium-on-charcoal. When the absorption of hydrogen has ended, the mixture is filtered, the filtrate is evaporated, the residue is made into a paste again with ether and the product is recrystallized from water. This gaves 86% of the trihydrate of the title derivative of m.p. 190° C....